From a dataset of the Open Reaction Database (ORD), a public repository of structured organic reaction records. describe an organic reaction: reactants, conditions, products, and yield Reactants: CC(NC(=O)OC(C)(C)C)C(=O)O, COC(=O)C(N)Cc1ccccc1, COC(=O)C(Cc1ccccc1)NC(=O)C(C)N, O=C(O)CC1CC1, Cl. The product is COC(=O)C(Cc1ccccc1)NC(=O)C(C)NC(=O)CC1CC1. As a reaction SMILES: [C:26]([NH:27][CH:28]([C:29]([OH:30])=[O:31])[CH3:32])([O:33][C:34]([CH3:35])([CH3:36])[CH3:37])=[O:38].[CH3:40][O:41][C:42](=[O:43])[CH:44]([CH2:45][c:46]1[cH:47][cH:48][cH:49][cH:50][cH:51]1)[NH2:52].[CH3:8][O:9][C:10]([CH:11]([NH:12][C:13]([CH:14]([NH2:15])[CH3:16])=[O:17])[CH2:18][c:19]1[cH:20][cH:21][cH:22][cH:23][cH:24]1)=[O:25].[CH:1]1([CH2:4][C:5](=[O:6])[OH:7])[CH2:2][CH2:3]1.[ClH:39]>>[CH:1]1([CH2:4][C:5](=[O:7])[NH:15][CH:14]([C:13]([NH:12][CH:11]([C:10]([O:9][CH3:8])=[O:25])[CH2:18][c:19]2[cH:20][cH:21][cH:22][cH:23][cH:24]2)=[O:17])[CH3:16])[CH2:2][CH2:3]1.